From a dataset of the Open Reaction Database (ORD), a public repository of structured organic reaction records. describe an organic reaction: reactants, conditions, products, and yield Reactants: C(CCC)N1C(C(C2=CC=CC=C12)(CC(C1=NC=CC=C1)=O)O)=O (1-butyl-3-hydroxy-3-(2-oxo-2-(pyridin-2-yl)ethyl)indolin-2-one), ClC=1C=C2C(C(N(C2=C(C1)Cl)CCC)=O)=O (5,7-dichloro-1-propylindoline-2,3-dione), C(C(C)C)N1C(C(C2=CC(=CC=C12)C)=O)=O (1-isobutyl-5-methylindoline-2,3-dione). The product is ClC=1C=C2C(C(N(C2=C(C1)Cl)CCC)=O)(CC(=O)C1=NC(=CC=C1)OC)O (5,7-dichloro-3-hydroxy-3-(2-(6-methoxypyridin-2-yl)-2-oxoethyl)-1-propylindolin-2-one). Reaction SMILES: C(N1C2C(=CC=CC=2)C(O)([CH2:14][C:15](=[O:22])[C:16]2[CH:21]=[CH:20][CH:19]=[CH:18][N:17]=2)C1=O)CCC.[Cl:25][C:26]1[CH:27]=[C:28]2[C:32](=[C:33]([Cl:35])[CH:34]=1)[N:31]([CH2:36][CH2:37][CH3:38])[C:30](=[O:39])[C:29]2=[O:40].C(N1C2C(=CC(C)=CC=2)[C:47](=[O:55])C1=O)C(C)C>>[Cl:25][C:26]1[CH:27]=[C:28]2[C:32](=[C:33]([Cl:35])[CH:34]=1)[N:31]([CH2:36][CH2:37][CH3:38])[C:30](=[O:39])[C:29]2([OH:40])[CH2:14][C:15]([C:16]1[CH:21]=[CH:20][CH:19]=[C:18]([O:55][CH3:47])[N:17]=1)=[O:22]. Procedure details: This compound was made in a similar manner to 1-butyl-3-hydroxy-3-(2-oxo-2-(pyridin-2-yl)ethyl)indolin-2-one using 5,7-dichloro-1-propylindoline-2,3-dione and 1-isobutyl-5-methylindoline-2,3-dione (purchased from Fisher Scientific). 1H-NMR δ 7.74 (dd, 1H), 7.65 (dd, 1H), 7.37-7.25 (m, 2H), 6.99 (dd, 1H), 5.31 (bs, OH), 4.04-3.96 (m, 6H), 3.53 (dd, 1H), 1.77 (m, 2H), 0.92 (t, 3H). Reactants: BrC1=CC=C(C(=N1)F)OC (6-bromo-2-fluoro-3-methoxy-pyridine), Br.Br.N1CCNCC(C1)O (1,4-diazepan-6-ol dihydrobromide), CCN(C(C)C)C(C)C (N,N′-diisopropylethylamine). Solvent: C(C)(C)O (Isopropanol). Reaction conditions: temperature 100 celsius. Product: BrC1=CC=C(C(=N1)N1CCNCC(C1)O)OC (1-(6-bromo-3-methoxy-2-pyridyl)-1,4-diazepan-6-ol). Isolated yield 37.5%. RXN SMILES: [Br:1][C:2]1[N:7]=[C:6](F)[C:5]([O:9][CH3:10])=[CH:4][CH:3]=1.Br.Br.[NH:13]1[CH2:19][CH:18]([OH:20])[CH2:17][NH:16][CH2:15][CH2:14]1.CCN(C(C)C)C(C)C>C(O)(C)C>[Br:1][C:2]1[N:7]=[C:6]([N:13]2[CH2:19][CH:18]([OH:20])[CH2:17][NH:16][CH2:15][CH2:14]2)[C:5]([O:9][CH3:10])=[CH:4][CH:3]=1 |f:1.2.3|. Procedure: A mixture of 6-bromo-2-fluoro-3-methoxy-pyridine (2.660 mmol; 547.9 mg), 1,4-diazepan-6-ol dihydrobromide (3.989 mmol; 1109 mg), and N,N′-diisopropylethylamine (10.64 mmol; 1389 mg; 1.87 mL) in Isopropanol (10 mL) in a sealed pressure vial was heated at 100° C. overnight. The mixture was cooled to room temperature and concentrated. The residue was purified on silica eluted with 0 to 10% MeOH in DCM to afford 1-(6-bromo-3-methoxy-2-pyridyl)-1,4-diazepan-6-ol (301.2 mg, 37%). Reactants: C(C1=CC=CC=C1)(=O)Cl (Benzoyl chloride), CC1(OC2[C@](O1)(C[C@H](O2)CO)C)C (((5S,6aR)-2,2,6a-trimethyl-dihydro-5H-furo[3,2-d][1,3]dioxol-5-yl)methanol). The reagents and catalysts are CN(C)C=1C=CN=CC1 (DMAP). Run in N1=CC=CC=C1 (pyridine). Conditions: time 3 hour. The product is C(C1=CC=CC=C1)(=O)OC[C@@H]1C[C@]2(OC(OC2O1)(C)C)C (((5S,6aR)-2,2,6a-trimethyl-dihydro-5H-furo[3,2-d][1,3]dioxol-5-yl)methyl benzoate). Yield: 101.6%. Reaction SMILES: [C:1](Cl)(=[O:8])[C:2]1[CH:7]=[CH:6][CH:5]=[CH:4][CH:3]=1.[CH3:10][C:11]1([CH3:22])[O:15][C@:14]2([CH3:21])[CH2:16][C@@H:17]([CH2:19][OH:20])[O:18][CH:13]2[O:12]1>N1C=CC=CC=1.CN(C1C=CN=CC=1)C>[C:1]([O:20][CH2:19][C@H:17]1[O:18][CH:13]2[C@:14]([CH3:21])([O:15][C:11]([CH3:22])([CH3:10])[O:12]2)[CH2:16]1)(=[O:8])[C:2]1[CH:7]=[CH:6][CH:5]=[CH:4][CH:3]=1. Procedure: Benzoyl chloride (1.92 mL, 0.0166 mol) was added to a solution of ((5S,6aR)-2,2,6a-trimethyl-dihydro-5H-furo[3,2-d][1,3]dioxol-5-yl)methanol (from step 8) (2.72 g, 0.0138 mol) in 20 mL of anhydrous pyridine at 0° C. To this mixture 5 mol % of DMAP was added and stirred at room temperature for 3 h. Pyridine was removed under vacuum; the residue was diluted with ethyl acetate and washed with 1N HCl, saturated NaHCO3 and brine. The organic layers were dried over anhydrous Na2SO4, filtered and conce... Reactants: ClC1=C(C=CC(=C1)Cl)N1CCC(CN2C1=NC1=C2C(=CC=C1)N(CC)CC)O (1-(2,4-dichlorophenyl)-7-(diethylamino)-2,3,4,5-tetrahydro-1H-[1,3]diazepino[1,2-a]benzimidazol-4-ol), resultant mixture, [H-].[Na+] (sodium hydride), C(C)(=O)OCC (Ethyl acetate), CI (methyl iodide). Run in O1CCCC1 (tetrahydrofuran), O1CCCC1 (tetrahydrofuran). Reaction conditions: time 30 minute. Product: ClC1=C(C=CC(=C1)Cl)N1CCC(CN2C1=NC=1C2=C(C=CC1)N(CC)CC)OC (1-(2,4-Dichlorophenyl)-N,N-diethyl-4-methoxy-2,3,4,5-tetrahydro-1H-[1,3]diazepino[1,2-a]benzimidazol-7-amine). Isolated yield 95.0%. RXN SMILES: [H-].[Na+].[Cl:3][C:4]1[CH:9]=[C:8]([Cl:10])[CH:7]=[CH:6][C:5]=1[N:11]1[C:17]2=[N:18][C:19]3[CH:24]=[CH:23][CH:22]=[C:21]([N:25]([CH2:28][CH3:29])[CH2:26][CH3:27])[C:20]=3[N:16]2[CH2:15][CH:14]([OH:30])[CH2:13][CH2:12]1.CI.[C:33](OCC)(=O)C>O1CCCC1>[Cl:3][C:4]1[CH:9]=[C:8]([Cl:10])[CH:7]=[CH:6][C:5]=1[N:11]1[C:17]2=[N:18][C:19]3[C:20](=[C:21]([N:25]([CH2:28][CH3:29])[CH2:26][CH3:27])[CH:22]=[CH:23][CH:24]=3)[N:16]2[CH2:15][CH:14]([O:30][CH3:33])[CH2:13][CH2:12]1 |f:0.1|. Reported procedure: To a suspension of sodium hydride (60%, 5.7 mg, 0.14 mmol) in tetrahydrofuran (1 mL) was added a solution of 1-(2,4-dichlorophenyl)-7-(diethylamino)-2,3,4,5-tetrahydro-1H-[1,3]diazepino[1,2-a]benzimidazol-4-ol (40.0 mg, 0.0954 mmol) in tetrahydrofuran (1 mL) at 0° C. After 30 min, methyl iodide (0.0178 mL, 0.286 mmol) was added to the reaction mixture at 0° C. and the resultant mixture was stirred at 40° C. for 2 hr. Ethyl acetate was added and the resultant mixture was washed with water and bri... Reactants: C(C)(=O)OCCC1CN(CCO1)CC1=CC=CC=C1 (2-(2-acetoxyethyl)-4-benzylmorpholine), ClC(=O)OCC1=CC=CC=C1 (benzyl chloroformate). Reported procedure: To a solution of 2-(2-acetoxyethyl)-4-benzylmorpholine (29.1 g) in acetonitrile (200 ml) is dropwise added benzyl chloroformate (24.4 g). The reaction mixture is refluxed for 30 minutes, cooled and evaporated under reduced pressure. The residue is chromatographed on silica gel. The eluate with hexane is discarded, and the subsequent eluates with hexane-chloroform (1:1) are pooled and evaporated to give the title compound (24.5 g) as an oil. Reaction SMILES: [C:1]([O:4][CH2:5][CH2:6][CH:7]1[O:12][CH2:11][CH2:10][N:9](CC2C=CC=CC=2)[CH2:8]1)(=[O:3])[CH3:2].Cl[C:21]([O:23][CH2:24][C:25]1[CH:30]=[CH:29][CH:28]=[CH:27][CH:26]=1)=[O:22]>C(#N)C>[C:1]([O:4][CH2:5][CH2:6][CH:7]1[O:12][CH2:11][CH2:10][N:9]([C:21]([O:23][CH2:24][C:25]2[CH:30]=[CH:29][CH:28]=[CH:27][CH:26]=2)=[O:22])[CH2:8]1)(=[O:3])[CH3:2]. Isolated yield 72.1%. The solvent is C(C)#N (acetonitrile). Product: C(C)(=O)OCCC1CN(CCO1)C(=O)OCC1=CC=CC=C1 (2-(2-acetoxyethyl)-4-benzyloxycarbonylmorpholine). Reactants: CC(C)=O, O, CC(C=O)c1ccc2c(=O)c3ccccc3ccc2c1. Yields the product CC(C(=O)O)c1ccc2c(=O)c3ccccc3ccc2c1. As a reaction SMILES: [CH3:21][C:22]([CH3:23])=[O:24].[OH2:25].[cH:1]1[c:2]([CH:17]([CH:18]=[O:19])[CH3:20])[cH:3][cH:4][c:5]2[c:6](=[O:16])[c:7]3[c:8]([cH:9][cH:10][c:11]12)[cH:12][cH:13][cH:14][cH:15]3>>[cH:1]1[c:2]([CH:17]([C:18](=[O:19])[OH:24])[CH3:20])[cH:3][cH:4][c:5]2[c:6](=[O:16])[c:7]3[c:8]([cH:9][cH:10][c:11]12)[cH:12][cH:13][cH:14][cH:15]3.